Dataset: the Open Reaction Database (ORD), a public repository of structured organic reaction records. Task: describe an organic reaction: reactants, conditions, products, and yield Reactants: FC1=CC=C(C(=O)C2C(CCCC2)=O)C=C1 (2-(4-fluorobenzoyl)cyclohexanone), COC([C@@H](N)CC1=CC=C(C=C1)O)=O (L-tyrosine methyl ester), O (water), crude product, CO (methanol). Reagents/catalysts: [Pd] (palladium on carbon). The solvent is C1(=CC=CC=C1)OC (anisole). Run at temperature 80 celsius, time 48 hour. Yields the product COC(C(CC1=CC=C(C=C1)O)NC1=C(C=CC=C1)C(C1=CC=C(C=C1)F)=O)=O (2-[(2-(4-fluorobenzoyl)phenyl)amino]-3-(4-hydroxyphenyl)-propionic acid methyl ester). The yield is 48.0%. As a reaction SMILES: [F:1][C:2]1[CH:16]=[CH:15][C:5]([C:6]([CH:8]2[CH2:13][CH2:12][CH2:11][CH2:10][C:9]2=O)=[O:7])=[CH:4][CH:3]=1.[CH3:17][O:18][C:19](=[O:30])[C@H:20]([CH2:22][C:23]1[CH:28]=[CH:27][C:26]([OH:29])=[CH:25][CH:24]=1)[NH2:21].O.CO>C1(OC)C=CC=CC=1.[Pd]>[CH3:17][O:18][C:19](=[O:30])[CH:20]([NH:21][C:9]1[CH:10]=[CH:11][CH:12]=[CH:13][C:8]=1[C:6](=[O:7])[C:5]1[CH:15]=[CH:16][C:2]([F:1])=[CH:3][CH:4]=1)[CH2:22][C:23]1[CH:28]=[CH:27][C:26]([OH:29])=[CH:25][CH:24]=1. Procedure: To a mixture of 2-(4-fluorobenzoyl)cyclohexanone (99.0 g, 0.45 mol), L-tyrosine methyl ester (78.0 g, 0.40 mol) in anisole (1000 ml) is added 5% palladium on carbon (20 g), then the mixture is heated to reflux for 2 h while the resulting water is removed by a Dean-Stark apparatus. The mixture is cooled to 80° C., and the Pd/C is filtered and washed with anisole (3×60 ml). The mixture is cooled to 40° C., hexane (1000 ml) is added and the mixture kept at −20° C. for 48 h. The solid is filtered an... Starting materials: ClC1=C(C(=O)O)C(=CC=C1)[N+](=O)[O-] (2-chloro-6-nitrobenzoic acid), C(C(=O)Cl)(=O)Cl (oxalyl chloride). Reagents/catalysts: CN(C=O)C (N,N-dimethylformamide). The solvent is ClCCl (dichloromethane). Reaction conditions: time 2 hour. The product is ClC1=C(C(=O)OC)C(=CC=C1)[N+](=O)[O-] (Methyl 2-chloro-6-nitrobenzoate). Isolated yield 95.9%. As a reaction SMILES: [Cl:1][C:2]1[CH:10]=[CH:9][CH:8]=[C:7]([N+:11]([O-:13])=[O:12])[C:3]=1[C:4]([OH:6])=[O:5].[C:14](Cl)(=O)C(Cl)=O>ClCCl.CN(C)C=O>[Cl:1][C:2]1[CH:10]=[CH:9][CH:8]=[C:7]([N+:11]([O-:13])=[O:12])[C:3]=1[C:4]([O:6][CH3:14])=[O:5]. Procedure details: To a suspension containing 3.0 g (15 mmol) of 2-chloro-6-nitrobenzoic acid in 150 ml of dichloromethane was added 2.8 g (22 mmol) of oxalyl chloride followed by 0.055 ml (0.75 mmol) of N,N-dimethylformamide. The reaction was allowed to stir at room temperature for 2 h, quenched with 50 ml of methanol and concentrated under reduced pressure. The residue was dissolved in ethyl acetate and washed with saturated sodium bicarbonate. The organic phase was dried over magnesium sulfate. Filtration, remo... Starting materials: OC1=C(C=CC(=C1)O)C1=NC(=NC(=N1)C1=C(C=C(C=C1)C)C)C1=C(C=C(C=C1)C)C (2-(2,4-dihydroxyphenyl)-4,6-bis-(2,4-dimethylphenyl)-s-triazine), CC(=C)C1=CC=CC=C1 (a-methyl styrene), CC(=C)C1=CC=CC=C1 (α-methylstyrene). The reagents and catalysts are CC([O-])C.[Al+3].CC([O-])C.CC([O-])C (aluminum isopropoxide). Run in C(C)(=O)OCC (ethyl acetate). Reaction conditions: temperature 175 celsius. The product is OC1=C(C=C(C(=C1)O)C(C)(C1=CC=CC=C1)C)C1=NC(=NC(=N1)C1=C(C=C(C=C1)C)C)C1=C(C=C(C=C1)C)C (2-[2,4-Dihydroxy-5-(1-methyl-1-phenylethyl)phenyl]-4,6-bis-(2,4-dimethylphenyl)-s-triazine). The yield is 67.7%. As a reaction SMILES: [OH:1][C:2]1[CH:7]=[C:6]([OH:8])[CH:5]=[CH:4][C:3]=1[C:9]1[N:14]=[C:13]([C:15]2[CH:20]=[CH:19][C:18]([CH3:21])=[CH:17][C:16]=2[CH3:22])[N:12]=[C:11]([C:23]2[CH:28]=[CH:27][C:26]([CH3:29])=[CH:25][C:24]=2[CH3:30])[N:10]=1.[CH3:31][C:32]([C:34]1[CH:39]=[CH:38][CH:37]=[CH:36][CH:35]=1)=[CH2:33]>C(OCC)(=O)C.CC(C)[O-].[Al+3].CC(C)[O-].CC(C)[O-]>[OH:1][C:2]1[CH:7]=[C:6]([OH:8])[C:5]([C:32]([CH3:33])([C:34]2[CH:39]=[CH:38][CH:37]=[CH:36][CH:35]=2)[CH3:31])=[CH:4][C:3]=1[C:9]1[N:10]=[C:11]([C:23]2[CH:28]=[CH:27][C:26]([CH3:29])=[CH:25][C:24]=2[CH3:30])[N:12]=[C:13]([C:15]2[CH:20]=[CH:19][C:18]([CH3:21])=[CH:17][C:16]=2[CH3:22])[N:14]=1 |f:3.4.5.6|. Reported procedure: To a 1 L three-necked, round-bottomed flask equipped with a magnetic stirrer, condenser, dropping funnel, thermometer, and a nitrogen atmosphere are charged 15.0 g (37.8 mmol) of 2-(2,4-dihydroxyphenyl)-4,6-bis-(2,4-dimethylphenyl)-s-triazine and 390 mg of aluminum isopropoxide. The mixture is heated to 175° C. and 4.47 g (37.9 mmol) of α-methylstyrene are added dropwise at a rate of one drop every two seconds. A total of six equivalents of a-methyl styrene are added in this fashion over a 4.5 h... Starting materials: C(C)(=O)NC=1C=C(C=CC1)C1=NC(=CN=C1)Cl (2-(3-acetamidophenyl)-6-chloropyrazine), CC(C)([O-])C.[Na+] (sodium tert-butoxide), NC1=CC=C2COC(C2=C1)=O (6-amino-1,3-dihydroisobenzofuran-1-one), C=1C=CC(=CC1)P(C=2C=CC=CC2)C3=CC=C4C=CC=CC4=C3C5=C6C=CC=CC6=CC=C5P(C=7C=CC=CC7)C=8C=CC=CC8 (BINAP). Run in C1(=CC=CC=C1)C (toluene). Product: O=C1OCC2=CC=C(C=C12)NC1=CN=CC(=N1)C=1C=C(C=CC1)NC(C)=O (N-(3-(6-(3-oxo-1,3-dihydroisobenzofuran-5-ylamino)pyrazin-2-yl)phenyl) acetamide). Yield: 26.2%. RXN SMILES: [C:1]([NH:4][C:5]1[CH:6]=[C:7]([C:11]2[CH:16]=[N:15][CH:14]=[C:13](Cl)[N:12]=2)[CH:8]=[CH:9][CH:10]=1)(=[O:3])[CH3:2].[NH2:18][C:19]1[CH:27]=[C:26]2[C:22]([CH2:23][O:24][C:25]2=[O:28])=[CH:21][CH:20]=1.C1C=CC(P(C2C(C3C(P(C4C=CC=CC=4)C4C=CC=CC=4)=CC=C4C=3C=CC=C4)=C3C(C=CC=C3)=CC=2)C2C=CC=CC=2)=CC=1.CC(C)([O-])C.[Na+]>C1(C)C=CC=CC=1>[O:28]=[C:25]1[C:26]2[C:22](=[CH:21][CH:20]=[C:19]([NH:18][C:13]3[N:12]=[C:11]([C:7]4[CH:6]=[C:5]([NH:4][C:1](=[O:3])[CH3:2])[CH:10]=[CH:9][CH:8]=4)[CH:16]=[N:15][CH:14]=3)[CH:27]=2)[CH2:23][O:24]1 |f:3.4|. Procedure: Using Method L, 2-(3-acetamidophenyl)-6-chloropyrazine (4a) (60 mg, 0.24 mmol), 6-amino-1,3-dihydroisobenzofuran-1-one (52.2 mg, 0.35 mmol), Pd(0)2 dba3 (9 mg, 0.01 mmol), BINAP (50 mg, 0.04 mmol), sodium tert-butoxide (33 mg, 0.34 mmol) and toluene (5 mL) were reacted at 85° C. for 16 hours. The same workup as for Method L was followed by washing of the resulting solid with dichloromethane (30 mL) and filtration. The insoluble solid was then washed with acetone (60 mL). The acetone was evaporat...